Dataset: the Open Reaction Database (ORD), a public repository of structured organic reaction records. Task: describe an organic reaction: reactants, conditions, products, and yield Starting materials: N1C(CC2=CC=CC=C12)=O (2-oxindole), ClS(=O)(=O)N=C=O (chlorosulfonyl isocyanate), Cl (Hydrogen chloride), O (Water), Cl (HCl). Solvent: C1(=CC=CC=C1)C (toluene). Product: N1(C(CC2=CC=CC=C12)=O)C(=O)N (2-Oxindole-1-Carboxamide). The yield is 53.7%. As a reaction SMILES: [NH:1]1[C:9]2[C:4](=[CH:5][CH:6]=[CH:7][CH:8]=2)[CH2:3][C:2]1=[O:10].ClS([N:15]=[C:16]=[O:17])(=O)=O.Cl.O>C1(C)C=CC=CC=1>[N:1]1([C:16]([NH2:15])=[O:17])[C:9]2[C:4](=[CH:5][CH:6]=[CH:7][CH:8]=2)[CH2:3][C:2]1=[O:10]. Procedure: A mixture of 2-oxindole (5.86 g, 44.0 mmoles) in toluene (160 ml) was azeotroped for one hour to dry the toluene. Then, chlorosulfonyl isocyanate (7.47 g, 52.8 mmole) was added. Hydrogen chloride was immediately evolved. The mixture was stirred and refluxed for 15 minutes and then cooled to room temperature. Water (50 ml) was added to the cooled mixture (some HCl was initially evolved) and the mixture stirred for 1.5 hours. The solid which formed was collected by filtration and dried (4.10 g). T...